This data is from the Open Reaction Database (ORD), a public repository of structured organic reaction records. The task is: describe an organic reaction: reactants, conditions, products, and yield Reactants: Cl.C(C)N1C[C@@H]2CCC(C[C@]2(CC1)C1=CC(=CC=C1)OC)=O ((±)-trans-2-ethyl-4a-(3-methoxyphenyl)-6-oxo-1,2,3,4,4a,5,6,7,8,8a-decahydroisoquinoline hydrochloride), C1(=CC=CC=C1)NC(C(C(C)=O)=NNC1=CC=CC=C1)=O (N-phenyl-2-phenylhydrazono-3-oxobutyramide), CH3 COONa. The reagents and catalysts are [Zn] (zinc). Solvent: C(C)(=O)O (acetic acid). Yields the product C(C)N1C[C@H]2CC3=C(C[C@@]2(CC1)C1=CC(=CC=C1)OC)NC(=C3C)C(=O)NC3=CC=CC=C3 ((±)-trans-6-Ethyl-3-methyl-8a-(3-methoxyphenyl)-2-phenylaminocarbonyl-4,4a,5,6,7,8,8a,9-octahydro-1H-pyrrolo[2,3-g]isoquinoline). The yield is 25.6%. Reaction SMILES: Cl.[CH2:2]([N:4]1[CH2:13][CH2:12][C@@:11]2([C:14]3[CH:19]=[CH:18][CH:17]=[C:16]([O:20][CH3:21])[CH:15]=3)[C@@H:6]([CH2:7][CH2:8][C:9](=O)[CH2:10]2)[CH2:5]1)[CH3:3].[C:23]1([NH:29][C:30](=[O:43])[C:31](=[N:35]NC2C=CC=CC=2)[C:32](=O)[CH3:33])[CH:28]=[CH:27][CH:26]=[CH:25][CH:24]=1>[Zn].C(O)(=O)C>[CH2:2]([N:4]1[CH2:13][CH2:12][C@:11]2([C:14]3[CH:19]=[CH:18][CH:17]=[C:16]([O:20][CH3:21])[CH:15]=3)[C@H:6]([CH2:7][C:8]3[C:32]([CH3:33])=[C:31]([C:30]([NH:29][C:23]4[CH:28]=[CH:27][CH:26]=[CH:25][CH:24]=4)=[O:43])[NH:35][C:9]=3[CH2:10]2)[CH2:5]1)[CH3:3] |f:0.1|. Reported procedure: 0.8 g (2.47 mmol) of (±)-trans-2-ethyl-4a-(3-methoxyphenyl)-6-oxo-1,2,3,4,4a,5,6,7,8,8a-decahydroisoquinoline hydrochloride, 0.7 g (2.47 mmol) of N-phenyl-2-phenylhydrazono-3-oxobutyramide, 0.24 g (3 mmol) of CH3 COONa, 0.74 g (11.3 mmol) of zinc dust and 2.5 ml of glacial acetic acid were treated as described in example 1. The residue was purified by flash chromatography (EtOAc/MeOH/conc. NH4OH 90:10:1) yielding 0.28 g of the title compound. M.p.=178-180° C. The reactants are N1N=CC2=CC(=CC=C12)C(C(C(=O)OC)C1=CC=CC=C1)C1=CC=CC=C1 (Methyl 3-(1H-indazol-5-yl)-2,3-diphenylpropanoate), Cl (HCl). Solvent: [OH-].[Na+].CO.CS(=O)C (NaOH MeOH DMSO). Product: N1N=CC2=CC(=CC=C12)C(C(C(=O)O)C1=CC=CC=C1)C1=CC=CC=C1 (3-(1H-indazol-5-yl)-2,3-diphenylpropanoic acid). Yield: 82.0%. RXN SMILES: [NH:1]1[C:9]2[C:4](=[CH:5][C:6]([CH:10]([C:22]3[CH:27]=[CH:26][CH:25]=[CH:24][CH:23]=3)[CH:11]([C:16]3[CH:21]=[CH:20][CH:19]=[CH:18][CH:17]=3)[C:12]([O:14]C)=[O:13])=[CH:7][CH:8]=2)[CH:3]=[N:2]1.Cl>[OH-].[Na+].CO.CS(C)=O>[NH:1]1[C:9]2[C:4](=[CH:5][C:6]([CH:10]([C:22]3[CH:23]=[CH:24][CH:25]=[CH:26][CH:27]=3)[CH:11]([C:16]3[CH:21]=[CH:20][CH:19]=[CH:18][CH:17]=3)[C:12]([OH:14])=[O:13])=[CH:7][CH:8]=2)[CH:3]=[N:2]1 |f:2.3.4.5|. Procedure: Methyl 3-(1H-indazol-5-yl)-2,3-diphenylpropanoate was heated to 100° C. overnight in a mixture of 2 M NaOH/MeOH/DMSO (1:1:1). The next day, the reaction was cooled, acidified to pH 5 with HCl and extracted 2×EtOAc. The organic layers were washed with water×2, dried over MgSO4, filtered, concentrated in vacuo, and purified by HPLC to give 10 mg (82% yield) and 30 mg of the diastereomers of acid 3-(1H-indazol-5-yl)-2,3-diphenylpropanoic acid. MS found: (M+H)+=343. Starting materials: CC(C)(C)OC(=O)N(Cc1ccc(C(=O)Nc2ccc(CN(C(=O)OCc3ccccc3)C3CCCCC3)cc2)cc1)Cc1ncc[nH]1, CO, Cl, C1COCCO1. Product: O=C(Nc1ccc(CN(C(=O)OCc2ccccc2)C2CCCCC2)cc1)c1ccc(CNCc2ncc[nH]2)cc1. RXN SMILES: [CH2:1]([c:2]1[cH:3][cH:4][cH:5][cH:6][cH:7]1)[O:8][C:9]([N:10]([CH:11]1[CH2:12][CH2:13][CH2:14][CH2:15][CH2:16]1)[CH2:17][c:18]1[cH:19][cH:20][c:21]([NH:24][C:25]([c:26]2[cH:27][cH:28][c:29]([CH2:32][N:33]([CH2:34][c:35]3[nH:36][cH:37][cH:38][n:39]3)[C:40]([O:41][C:42]([CH3:43])([CH3:44])[CH3:45])=[O:46])[cH:30][cH:31]2)=[O:47])[cH:22][cH:23]1)=[O:48].[CH3:56][OH:57].[ClH:55].[O:49]1[CH2:50][CH2:51][O:52][CH2:53][CH2:54]1>>[CH2:1]([c:2]1[cH:3][cH:4][cH:5][cH:6][cH:7]1)[O:8][C:9]([N:10]([CH:11]1[CH2:12][CH2:13][CH2:14][CH2:15][CH2:16]1)[CH2:17][c:18]1[cH:19][cH:20][c:21]([NH:24][C:25]([c:26]2[cH:27][cH:28][c:29]([CH2:32][NH:33][CH2:34][c:35]3[n:36][cH:37][cH:38][nH:39]3)[cH:30][cH:31]2)=[O:47])[cH:22][cH:23]1)=[O:48]. Starting materials: BrCC1OCCO1, C=CCN, [Na+], [OH-], O. The product is C=CCNCC1OCCO1. RXN SMILES: [Br:1][CH2:2][CH:3]1[O:4][CH2:5][CH2:6][O:7]1.[CH2:8]([CH:9]=[CH2:10])[NH2:11].[Na+:13].[OH-:12].[OH2:14]>>[CH2:2]([CH:3]1[O:4][CH2:5][CH2:6][O:7]1)[NH:11][CH2:8][CH:9]=[CH2:10]. RXN SMILES: [I:1][C:2]1[CH:7]=[CH:6][NH:5][C:4](=[O:8])[CH:3]=1.[CH:9](I)([CH3:11])[CH3:10]>>[I:1][C:2]1[CH:7]=[CH:6][N:5]([CH:9]([CH3:11])[CH3:10])[C:4](=[O:8])[CH:3]=1. The product is IC1=CC(N(C=C1)C(C)C)=O (4-iodo-1-isopropylpyridin-2(1H)-one). Starting materials: IC1=CC(NC=C1)=O (4-iodopyridin-2(1H)-one), C(C)(C)I (isopropyl iodide). Procedure details: 4-iodo-1-isopropylpyridin-2(1H)-one was prepared from 4-iodopyridin-2(1H)-one and isopropyl iodide following a procedure analogous to that described in Example 59 Step 1. Reactants: OC1OC(COCc2ccccc2)C(OCc2ccccc2)C(OCc2ccccc2)C1OCc1ccccc1, C1CCC2=NCCCN2CC1, N#CC(Cl)(Cl)Cl, ClCCl. Yields the product N=C(OC1OC(COCc2ccccc2)C(OCc2ccccc2)C(OCc2ccccc2)C1OCc1ccccc1)C(Cl)(Cl)Cl. Reaction SMILES: [CH2:1]([c:2]1[cH:3][cH:4][cH:5][cH:6][cH:7]1)[O:8][CH:9]1[CH:10]([OH:11])[O:12][CH:13]([CH2:32][O:33][CH2:34][c:35]2[cH:36][cH:37][cH:38][cH:39][cH:40]2)[CH:14]([O:24][CH2:25][c:26]2[cH:27][cH:28][cH:29][cH:30][cH:31]2)[CH:15]1[O:16][CH2:17][c:18]1[cH:19][cH:20][cH:21][cH:22][cH:23]1.[CH2:41]1[CH2:42][CH2:43][C:44]2=[N:49][CH2:48][CH2:47][CH2:46][N:45]2[CH2:50][CH2:51]1.[Cl:52][C:53]([C:54]#[N:55])([Cl:56])[Cl:57].[Cl:58][CH2:59][Cl:60]>>[CH2:1]([c:2]1[cH:3][cH:4][cH:5][cH:6][cH:7]1)[O:8][CH:9]1[CH:10]([O:11][C:54]([C:53]([Cl:52])([Cl:56])[Cl:57])=[NH:55])[O:12][CH:13]([CH2:32][O:33][CH2:34][c:35]2[cH:36][cH:37][cH:38][cH:39][cH:40]2)[CH:14]([O:24][CH2:25][c:26]2[cH:27][cH:28][cH:29][cH:30][cH:31]2)[CH:15]1[O:16][CH2:17][c:18]1[cH:19][cH:20][cH:21][cH:22][cH:23]1.